From a dataset of the Open Reaction Database (ORD), a public repository of structured organic reaction records. describe an organic reaction: reactants, conditions, products, and yield Reactants: CN1CCCNCC1, CC#N, [O-][n+]1cc(CCl)ccc1Cl, [K+], [K+], O=C([O-])[O-]. Yields the product CN1CCCN(Cc2ccc(Cl)[n+]([O-])c2)CC1. RXN SMILES: [CH3:11][N:12]1[CH2:13][CH2:14][NH:15][CH2:16][CH2:17][CH2:18]1.[CH3:25][C:26]#[N:27].[Cl:1][c:2]1[n+:3]([O-:10])[cH:4][c:5]([CH2:8][Cl:9])[cH:6][cH:7]1.[K+:19].[K+:20].[O-:21][C:22]([O-:23])=[O:24]>>[Cl:1][c:2]1[n+:3]([O-:10])[cH:4][c:5]([CH2:8][N:15]2[CH2:14][CH2:13][N:12]([CH3:11])[CH2:18][CH2:17][CH2:16]2)[cH:6][cH:7]1. The reactants are C#C[Si](C)(C)C, CCN(C(C)C)C(C)C, [Cl-], [Cu]I, CC1(C)CC(=C(c2ccc(O)cc2)c2ccc(I)cc2)CC(C)(C)C1, [NH4+], CN(C)C=O, O, Cl[Pd]Cl, c1ccc(P(c2ccccc2)c2ccccc2)cc1, c1ccc(P(c2ccccc2)c2ccccc2)cc1. Yields the product CC1(C)CC(=C(c2ccc(O)cc2)c2ccc(C#C[Si](C)(C)C)cc2)CC(C)(C)C1. Reaction SMILES: [CH3:35][Si:36]([CH3:37])([CH3:38])[C:39]#[CH:40].[CH:26]([N:27]([CH2:28][CH3:29])[CH:30]([CH3:31])[CH3:32])([CH3:33])[CH3:34].[Cl-:41].[Cu:89][I:90].[I:1][c:2]1[cH:3][cH:4][c:5]([C:8]([c:9]2[cH:10][cH:11][c:12]([OH:15])[cH:13][cH:14]2)=[C:16]2[CH2:17][C:18]([CH3:24])([CH3:25])[CH2:19][C:20]([CH3:22])([CH3:23])[CH2:21]2)[cH:6][cH:7]1.[NH4+:42].[O:43]=[CH:44][N:45]([CH3:46])[CH3:47].[OH2:91].[Pd:48]([Cl:49])[Cl:50].[c:51]1([P:52]([c:53]2[cH:54][cH:55][cH:56][cH:57][cH:58]2)[c:59]2[cH:60][cH:61][cH:62][cH:63][cH:64]2)[cH:65][cH:66][cH:67][cH:68][cH:69]1.[c:70]1([P:71]([c:72]2[cH:73][cH:74][cH:75][cH:76][cH:77]2)[c:78]2[cH:79][cH:80][cH:81][cH:82][cH:83]2)[cH:84][cH:85][cH:86][cH:87][cH:88]1>>[c:2]1([C:40]#[C:39][Si:36]([CH3:35])([CH3:37])[CH3:38])[cH:3][cH:4][c:5]([C:8]([c:9]2[cH:10][cH:11][c:12]([OH:15])[cH:13][cH:14]2)=[C:16]2[CH2:17][C:18]([CH3:24])([CH3:25])[CH2:19][C:20]([CH3:22])([CH3:23])[CH2:21]2)[cH:6][cH:7]1. Starting materials: CC(C)([O-])C.[K+] (Potassium tert-butoxide), Cl.NC1=C(SC(=C1)Cl)S(=O)(=O)N (3-amino-5-chlorothiophene-2-sulfonamide hydrochloride), CC(CCN=C=S)C (3-methylbutyl isothiocyanate). Run in CN(C=O)C (N,N-dimethylformamide). Conditions: time 10 minute. Product: NC1=C(SC(=C1)Cl)S(=O)(=O)NC(=S)NCCC(C)C (N-(3-Amino-5-chloro-2-thienylsulfonyl)-N′-(3-methylbutyl)thiourea). Isolated yield 30.7%. RXN SMILES: CC(C)([O-])C.[K+].Cl.[NH2:8][C:9]1[CH:13]=[C:12]([Cl:14])[S:11][C:10]=1[S:15]([NH2:18])(=[O:17])=[O:16].[CH3:19][CH:20]([CH3:26])[CH2:21][CH2:22][N:23]=[C:24]=[S:25]>CN(C)C=O>[NH2:8][C:9]1[CH:13]=[C:12]([Cl:14])[S:11][C:10]=1[S:15]([NH:18][C:24]([NH:23][CH2:22][CH2:21][CH:20]([CH3:26])[CH3:19])=[S:25])(=[O:16])=[O:17] |f:0.1,2.3|. Reported procedure: Potassium tert-butoxide (0.49 g, 4.4 mmol) was added to a solution of 3-amino-5-chlorothiophene-2-sulfonamide hydrochloride (0.5 g, 2.0 mmol) in dry N,N-dimethylformamide (5 ml) with stirring on an ice bath. After 10 min, 3-methylbutyl isothiocyanate (0.31 g, 2.4 mmol) was added dropwise to the resulting suspension, and the mixture was stirred for 3.5 h at 0 to 20° C. Most of the solvent was evaporated at 40° C., and the residue was taken up in 25 ml of water, treated with decolourising charcoal... The reactants are C(C)OCCON=C(C(=O)OCC)C(C)=O (ethyl 2-(2-ethoxyethoxyimino)-3-oxobutyrate), S(=O)(=O)(Cl)Cl (sulfuryl chloride). The solvent is C(C)(=O)O (acetic acid). Product: ClCC(C(C(=O)OCC)=NOCCOCC)=O (ethyl 4-chloro-2-(2-ethoxyethoxyimino)-3-oxobutyrate). Yield: 88.7%. As a reaction SMILES: [CH2:1]([O:3][CH2:4][CH2:5][O:6][N:7]=[C:8]([C:14](=[O:16])[CH3:15])[C:9]([O:11][CH2:12][CH3:13])=[O:10])[CH3:2].S(Cl)([Cl:20])(=O)=O>C(O)(=O)C>[Cl:20][CH2:15][C:14](=[O:16])[C:8](=[N:7][O:6][CH2:5][CH2:4][O:3][CH2:1][CH3:2])[C:9]([O:11][CH2:12][CH3:13])=[O:10]. Reported procedure: ethyl 2-(2-ethoxyethoxyimino)-3-oxobutyrate (syn isomer 56 g.), sulfuryl chloride (32.7 g.) and acetic acid (56 ml.) were treated in a similar manner to that of Example A-(2) to give ethyl 4-chloro-2-(2-ethoxyethoxyimino)-3-oxobutyrate (syn isomer, 57.1 g.). Starting materials: CC(NC(=O)c1cc(CBr)cc(N(C)S(C)(=O)=O)c1)c1ccc(F)cc1, CCCCC(N)(CO)Cc1ccccc1, CN(C)C=O. Product: CCCCC(N)(COCc1cc(C(=O)NC(C)c2ccc(F)cc2)cc(N(C)S(C)(=O)=O)c1)Cc1ccccc1. As a reaction SMILES: [Br:16][CH2:17][c:18]1[cH:19][c:20]([C:21](=[O:22])[NH:23][CH:24]([CH3:25])[c:26]2[cH:27][cH:28][c:29]([F:32])[cH:30][cH:31]2)[cH:33][c:34]([N:36]([S:37](=[O:38])(=[O:39])[CH3:40])[CH3:41])[cH:35]1.[NH2:1][C:2]([CH2:3][OH:4])([CH2:5][CH2:6][CH2:7][CH3:8])[CH2:9][c:10]1[cH:11][cH:12][cH:13][cH:14][cH:15]1.[O:42]=[CH:43][N:44]([CH3:45])[CH3:46]>>[NH2:1][C:2]([CH2:3][O:4][CH2:17][c:18]1[cH:19][c:20]([C:21](=[O:22])[NH:23][CH:24]([CH3:25])[c:26]2[cH:27][cH:28][c:29]([F:32])[cH:30][cH:31]2)[cH:33][c:34]([N:36]([S:37](=[O:38])(=[O:39])[CH3:40])[CH3:41])[cH:35]1)([CH2:5][CH2:6][CH2:7][CH3:8])[CH2:9][c:10]1[cH:11][cH:12][cH:13][cH:14][cH:15]1. Reactants: C(C1=CC=CC=C1)NCC1CCC(CC1)O (N-benzyl-N-(4-hydroxycyclohexyl methyl)amine), C(=O)[O-].[NH4+] (ammonium formate). Procedure details: To a stirred solution of N-benzyl-N-(4-hydroxycyclohexyl methyl)amine (8.5 g, 0.039 mol) in methanol (300 ml) under N2 was added ammonium formate (9.8 g, 0.0155 mol), followed by 10% palladium on carbon (1.0 g). The reaction mixture was refluxed for 3 hours, cooled to room temperature and filtered. The filtrate was evaporated to dryness and the residue was dissolved in CH2Cl2, filtered and the filtrate was evaporated to afford 1.3 g of 4-hydroxycyclohexylmethylamine. The reagents and catalysts are [Pd] (palladium on carbon). Isolated yield 25.8%. RXN SMILES: C([NH:8][CH2:9][CH:10]1[CH2:15][CH2:14][CH:13]([OH:16])[CH2:12][CH2:11]1)C1C=CC=CC=1.C([O-])=O.[NH4+]>CO.[Pd]>[OH:16][CH:13]1[CH2:14][CH2:15][CH:10]([CH2:9][NH2:8])[CH2:11][CH2:12]1 |f:1.2|. Solvent: CO (methanol). Product: OC1CCC(CC1)CN (4-hydroxycyclohexylmethylamine). Reactants: O1CC(CC1)CNC(OCC1=CC=CC=C1)=O (benzyl (tetrahydrofuran-3-yl)methylcarbamate). Solvent: O1CCCC1 (tetrahydrofuran). Product: O1C[C@H](CC1)CNC(OCC1=CC=CC=C1)=O ((R)-benzyl (tetrahydrofuran-3-yl)methylcarbamate), O1C[C@@H](CC1)CNC(OCC1=CC=CC=C1)=O ((S)-benzyl (tetrahydrofuran-3-yl)methylcarbamate). Reaction SMILES: [O:1]1[CH2:5][CH2:4][CH:3]([CH2:6][NH:7][C:8](=[O:17])[O:9][CH2:10][C:11]2[CH:16]=[CH:15][CH:14]=[CH:13][CH:12]=2)[CH2:2]1>O1CCCC1>[O:1]1[CH2:5][CH2:4][C@H:3]([CH2:6][NH:7][C:8](=[O:17])[O:9][CH2:10][C:11]2[CH:16]=[CH:15][CH:14]=[CH:13][CH:12]=2)[CH2:2]1.[O:1]1[CH2:5][CH2:4][C@@H:3]([CH2:6][NH:7][C:8](=[O:17])[O:9][CH2:10][C:11]2[CH:16]=[CH:15][CH:14]=[CH:13][CH:12]=2)[CH2:2]1. Reported procedure: A racemic mixture of benzyl (tetrahydrofuran-3-yl)methylcarbamate was dissolved in tetrahydrofuran and separated by liquid chromatography with a Chiralpak IC 2.5 cm ID×25 cm, 20 micron column, eleuting with hexane/tetrahydrofuran/isopropanol (85/10/5), to provide (R)-benzyl (tetrahydrofuran-3-yl)methylcarbamate and (S)-benzyl (tetrahydrofuran-3-yl)methylcarbamate. Reactants: NC=1N(N=C2C1C(NC=1C=CC=CC21)=O)C2=CC(=CC=C2)[N+](=O)[O-] (3-amino-2-(3-nitrophenyl)-2,5-dihydro-4H-pyrazolo[4,3-c]quinolin-4-one), O1CCCC1 (tetrahydrofuran). The reagents and catalysts are [Pd] (palladium). Run in CO (methanol). Run at time 3 hour. Product: NC=1N(N=C2C1C(NC=1C=CC=CC21)=O)C2=CC(=CC=C2)N (3-amino-2-(3-aminophenyl)-2,5-dihydro-4H-pyrazolo[4,3-c]quinolin-4-one). The yield is 88.2%. RXN SMILES: [NH2:1][C:2]1[N:3]([C:16]2[CH:21]=[CH:20][CH:19]=[C:18]([N+:22]([O-])=O)[CH:17]=2)[N:4]=[C:5]2[C:14]3[CH:13]=[CH:12][CH:11]=[CH:10][C:9]=3[NH:8][C:7](=[O:15])[C:6]=12.O1CCCC1>[Pd].CO>[NH2:1][C:2]1[N:3]([C:16]2[CH:21]=[CH:20][CH:19]=[C:18]([NH2:22])[CH:17]=2)[N:4]=[C:5]2[C:14]3[CH:13]=[CH:12][CH:11]=[CH:10][C:9]=3[NH:8][C:7](=[O:15])[C:6]=12. Procedure: A mixture of 3-amino-2-(3-nitrophenyl)-2,5-dihydro-4H-pyrazolo[4,3-c]quinolin-4-one (150 mg), 10% palladium/active carbon (50% water, 40 mg), tetrahydrofuran (10 ml) and methanol (30 ml) was stirred under hydrogen atmosphere, at room temperature for 3 hours. The reaction mixture was filtered and the filtrate was concentrated under reduced pressure. To the residue was added methanol, and the precipitated solid was collected by filtration, washed with methanol, and dried to obtain the target compo... Starting materials: [OH-].[Na+] (NaOH), C(C)(C)(C)NC1=CC(=NC=C1C=O)Cl (4-(tert-butylamino)-6-chloronicotinaldehyde), FC1=C(C=C(N)C=C1)[N+](=O)[O-] (4-fluoro-3-nitroaniline), [BH-](OC(=O)C)(OC(=O)C)OC(=O)C.[Na+] (NaBH(OAc)3). Run in CC(=O)O (CH3COOH), ice water. Reaction conditions: temperature 80 celsius. Product: C(C)(C)(C)NC1=CC(=NC=C1CNC1=CC(=C(C=C1)F)[N+](=O)[O-])Cl (N-tert-butyl-2-chloro-5-((4-fluoro-3-nitrophenylamino)methyl)pyridin-4-amine). Yield: 64.5%. Reaction SMILES: [C:1]([NH:5][C:6]1[C:11]([CH:12]=O)=[CH:10][N:9]=[C:8]([Cl:14])[CH:7]=1)([CH3:4])([CH3:3])[CH3:2].[F:15][C:16]1[CH:22]=[CH:21][C:19]([NH2:20])=[CH:18][C:17]=1[N+:23]([O-:25])=[O:24].[BH-](OC(C)=O)(OC(C)=O)OC(C)=O.[Na+].[OH-].[Na+]>CC(O)=O>[C:1]([NH:5][C:6]1[C:11]([CH2:12][NH:20][C:19]2[CH:21]=[CH:22][C:16]([F:15])=[C:17]([N+:23]([O-:25])=[O:24])[CH:18]=2)=[CH:10][N:9]=[C:8]([Cl:14])[CH:7]=1)([CH3:4])([CH3:3])[CH3:2] |f:2.3,4.5|. Procedure: A mixture of 4-(tert-butylamino)-6-chloronicotinaldehyde (4.0 g, 18.9 mmol), 4-fluoro-3-nitroaniline (2.9 g, 18.9 mmol) and NaBH(OAc)3 (7.1 g, 37.8 mmol) in CH3COOH (80 mL) was heated to 80° C. for 10 h. The reaction was concentrated under reduced pressure to give a sticky solid, which was suspended in ice water. The mixture was neutralized (pH 7) with 2N aqueous NaOH solution and was extracted with EtOAc. The extracts were washed with brine, dried Na2SO4) and concentrated in vacuo. Purification... The reactants are NC=1C(N(C2=NC=CC=C2C1N)C1=CC=CC=C1)=O (3,4-diamino-1-phenyl-1,8-naphthyridin-2(1H)-one), C(=S)(N1C=NC=C1)N1C=NC=C1 (thiocarbonyldiimidazole). Run in O1CCCC1 (tetrahydrofuran). The product is SC1=NC2=C(C(N(C=3N=CC=CC23)C2=CC=CC=C2)=O)N1 (2-Mercapto-5-phenyl-3H-imidazo[4,5-c][1,8]naphthyridin-4(5H)-one). Isolated yield 47.3%. As a reaction SMILES: [NH2:1][C:2]1[C:3](=[O:19])[N:4]([C:13]2[CH:18]=[CH:17][CH:16]=[CH:15][CH:14]=2)[C:5]2[C:10]([C:11]=1[NH2:12])=[CH:9][CH:8]=[CH:7][N:6]=2.[C:20](N1C=CN=C1)(N1C=CN=C1)=[S:21]>O1CCCC1>[SH:21][C:20]1[NH:1][C:2]2[C:3](=[O:19])[N:4]([C:13]3[CH:18]=[CH:17][CH:16]=[CH:15][CH:14]=3)[C:5]3[N:6]=[CH:7][CH:8]=[CH:9][C:10]=3[C:11]=2[N:12]=1. Procedure details: Compound 102 (2.0 g, 7.9 mmol) was then suspended in 80 ml of tetrahydrofuran, and 2.3 g (13 mmol) of thiocarbonyldiimidazole was added to the suspension. The mixture was heated to reflux for 2 hours. The solvent was distilled off under reduced pressure, and the residue was triturated with ethanol. The formed crystals were taken by filtration. Recrystallization from DMF gave 1.1 g (yield 47%) of Compound 20 as colorless crystals.